Dataset: the Open Reaction Database (ORD), a public repository of structured organic reaction records. Task: describe an organic reaction: reactants, conditions, products, and yield Reactants: C(C)SC1=NC=C(C(=N1)Cl)C#N (2-ethylthio-4-chloro-5-cyanopyrimidine), N1=CNC2=C1C=CC=C2 (benzimidazole), [H-].[Na+] (sodium hydride). Run in CN(C)C=O (DMF), CN(C)C=O (DMF), O (H2O). Run at time 5 minute. Product: C(C)SC1=NC=C(C(=N1)N1C=NC2=C1C=CC=C2)C#N (2-Ethylthio-4-(benzimidazol-1-yl)-5-cyanopyrimidine). Yield: 68.9%. RXN SMILES: [H-].[Na+].[N:3]1[C:7]2[CH:8]=[CH:9][CH:10]=[CH:11][C:6]=2[NH:5][CH:4]=1.[CH2:12]([S:14][C:15]1[N:20]=[C:19](Cl)[C:18]([C:22]#[N:23])=[CH:17][N:16]=1)[CH3:13]>CN(C=O)C.O>[CH2:12]([S:14][C:15]1[N:16]=[C:17]([N:3]2[C:7]3[CH:8]=[CH:9][CH:10]=[CH:11][C:6]=3[N:5]=[CH:4]2)[C:18]([C:22]#[N:23])=[CH:19][N:20]=1)[CH3:13] |f:0.1|. Procedure details: To a suspension of sodium hydride (31 mg, 0.78 mmol) in DMF (2.5 mL) at 0° C. was added benzimidazole (86 mg, 0.72 mmol). After stirring for 5 min, the reaction mixture was warmed to room temperature. To this was added 2-ethylthio-4-chloro-5-cyanopyrimidine (130 mg, 0.65 mmol) dissolved in DMF (1.0 mL), then the mixture was heated at 100° C. for 1 h. The reaction mixture was cooled and carefully diluted with H2O. The aqueous layer was extracted with EtOAc several times, and the combined extracts... The reactants are CCCCC1CCNCC1, COc1ccc2oc(=O)n(CCCCl)c2c1. Yields the product CCCCC1CCN(CCCn2c(=O)oc3ccc(OC)cc32)CC1. As a reaction SMILES: [CH2:17]([CH2:18][CH2:19][CH3:20])[CH:21]1[CH2:22][CH2:23][NH:24][CH2:25][CH2:26]1.[Cl:1][CH2:2][CH2:3][CH2:4][n:5]1[c:6](=[O:16])[o:7][c:8]2[c:9]1[cH:10][c:11]([O:14][CH3:15])[cH:12][cH:13]2>>[CH2:2]([CH2:3][CH2:4][n:5]1[c:6](=[O:16])[o:7][c:8]2[c:9]1[cH:10][c:11]([O:14][CH3:15])[cH:12][cH:13]2)[N:24]1[CH2:23][CH2:22][CH:21]([CH2:17][CH2:18][CH2:19][CH3:20])[CH2:26][CH2:25]1. Reactants: COC([C@@H](NC(C)=O)CC1=C(NC2=CC(=C(C(=C12)Br)OC)Br)Br)=O ((S)-(+)-N-acetyl-2,4,6-tribromo-5-methoxytryptophan methyl ester), O (water), C([O-])([O-])=O.[K+].[K+] (potassium carbonate), C(C1=CC=CC=C1)Br (benzyl bromide). Run in CN(C=O)C (N,N-dimethylformamide), C(Cl)(Cl)Cl.CO (chloroform methanol). Conditions: time 30 minute. Yields the product COC([C@@H](NC(C)=O)CC1=C(N(C2=CC(=C(C(=C12)Br)OC)Br)CC1=CC=CC=C1)Br)=O ((S)-(+)-N-acetyl-1-benzyl-2,4,6-tribromo-5-methoxytryptophan methyl ester). Reaction SMILES: [CH3:1][O:2][C:3](=[O:24])[C@H:4]([CH2:9][C:10]1[C:18]2[C:13](=[CH:14][C:15]([Br:22])=[C:16]([O:20][CH3:21])[C:17]=2[Br:19])[NH:12][C:11]=1[Br:23])[NH:5][C:6](=[O:8])[CH3:7].C(=O)([O-])[O-].[K+].[K+].[CH2:31](Br)[C:32]1[CH:37]=[CH:36][CH:35]=[CH:34][CH:33]=1.O>CN(C)C=O.C(Cl)(Cl)Cl.CO>[CH3:1][O:2][C:3](=[O:24])[C@H:4]([CH2:9][C:10]1[C:18]2[C:13](=[CH:14][C:15]([Br:22])=[C:16]([O:20][CH3:21])[C:17]=2[Br:19])[N:12]([CH2:31][C:32]2[CH:37]=[CH:36][CH:35]=[CH:34][CH:33]=2)[C:11]=1[Br:23])[NH:5][C:6](=[O:8])[CH3:7] |f:1.2.3,7.8|. Reported procedure: A solution containing 19.6 mg (0.04 mmol) of (S)-(+)-N-acetyl-2,4,6-tribromo-5-methoxytryptophan methyl ester (4) dissolved in 1.5 mL of N,N-dimethylformamide was charged with 18.0 mg (0.13 mmol) of potassium carbonate and subsequently with 0.09 mL (d =1.44,0.7 mmol) of benzyl bromide. The mixture was stirred at room temperature for 30 minutes. The reaction solution was charged with water and subjected to extraction with an ethyl acetate-methanol (95:5, v/v) mixed solvent. The organic phase was ... The reactants are C1(=CC=CC=C1)CCCC1OC2=CC=C(C=C2CC1)C(=O)O (2-(3-phenylpropyl)-6-chromanecarboxylic acid), CC(=O)C1=C(C(=CC=C1)N)O (3-amino-2-hydroxyacetophenone). Product: C(C)(=O)C=1C(=C(C=CC1)NC(=O)C=1C=C2CCC(OC2=CC1)CCCC1=CC=CC=C1)O (N-(3-Acetyl-2-hydroxyphenyl)-2-(3-phenylpropyl) chromane-6-carboxamide). Isolated yield 45.0%. Reaction SMILES: [C:1]1([CH2:7][CH2:8][CH2:9][CH:10]2[CH2:19][CH2:18][C:17]3[C:12](=[CH:13][CH:14]=[C:15]([C:20]([OH:22])=O)[CH:16]=3)[O:11]2)[CH:6]=[CH:5][CH:4]=[CH:3][CH:2]=1.[CH3:23][C:24]([C:26]1[CH:31]=[CH:30][CH:29]=[C:28]([NH2:32])[C:27]=1[OH:33])=[O:25]>>[C:24]([C:26]1[C:27]([OH:33])=[C:28]([NH:32][C:20]([C:15]2[CH:16]=[C:17]3[C:12](=[CH:13][CH:14]=2)[O:11][CH:10]([CH2:9][CH2:8][CH2:7][C:1]2[CH:2]=[CH:3][CH:4]=[CH:5][CH:6]=2)[CH2:19][CH2:18]3)=[O:22])[CH:29]=[CH:30][CH:31]=1)(=[O:25])[CH3:23]. Procedure details: Following the process described in example 1 (point K), starting from 2-(3-phenylpropyl)-6-chromanecarboxylic acid and 3-amino-2-hydroxyacetophenone, the title compound was prepared (45% yield). The reactants are C=Cc1scnc1C, Cc1ccccc1, C=CCCCCC(OC1CCCCC1)C(=O)OC. Yields the product COC(=O)C(CCCCC=Cc1scnc1C)OC1CCCCC1. As a reaction SMILES: [CH3:19][c:20]1[n:21][cH:22][s:23][c:24]1[CH:25]=[CH2:26].[CH3:27][c:28]1[cH:29][cH:30][cH:31][cH:32][cH:33]1.[CH:1]1([O:7][CH:8]([C:9](=[O:10])[O:11][CH3:12])[CH2:13][CH2:14][CH2:15][CH2:16][CH:17]=[CH2:18])[CH2:2][CH2:3][CH2:4][CH2:5][CH2:6]1>>[CH:1]1([O:7][CH:8]([C:9](=[O:10])[O:11][CH3:12])[CH2:13][CH2:14][CH2:15][CH2:16][CH:17]=[CH:18][c:24]2[c:20]([CH3:19])[n:21][cH:22][s:23]2)[CH2:2][CH2:3][CH2:4][CH2:5][CH2:6]1. The reactants are CC(C)(C)OC(=O)N1CCC(C=O)CC1, CC(=O)O, CC1(C)CNc2cc([N+](=O)[O-])ccc21, CC(Cl)Cl, [Na+], O=C([O-])O. The product is CC(C)(C)OC(=O)N1CCC(CN2CC(C)(C)c3ccc([N+](=O)[O-])cc32)CC1. RXN SMILES: [C:15](=[O:16])([O:17][C:18]([CH3:19])([CH3:20])[CH3:21])[N:22]1[CH2:23][CH2:24][CH:25]([CH:28]=[O:29])[CH2:26][CH2:27]1.[C:30]([OH:31])(=[O:32])[CH3:33].[CH3:1][C:2]1([CH3:14])[CH2:3][NH:4][c:5]2[cH:6][c:7]([N+:11](=[O:12])[O-:13])[cH:8][cH:9][c:10]21.[Cl:39][CH:40]([Cl:41])[CH3:42].[Na+:38].[O-:34][C:35]([OH:36])=[O:37]>>[CH3:1][C:2]1([CH3:14])[CH2:3][N:4]([CH2:28][CH:25]2[CH2:24][CH2:23][N:22]([C:15](=[O:16])[O:17][C:18]([CH3:19])([CH3:20])[CH3:21])[CH2:27][CH2:26]2)[c:5]2[cH:6][c:7]([N+:11](=[O:12])[O-:13])[cH:8][cH:9][c:10]21. Reactants: OCC1=CC=C(C(=O)O)C=C1 (4-hydroxymethylbenzoic acid), CN(C)C=O (DMF), ON=C(C1=CC=C(C=C1)CC(C)C)N (N′-Hydroxy-4-isobutylbenzamidine). Solvent: O (water). Conditions: time 1 hour. Product: OCC1=CC=C(C(=O)ON=C(N)C2=CC=C(C=C2)CC(C)C)C=C1 (N′-{[4-(Hydroxymethyl)benzoyl]oxy}-4-isobutylbenzenecarboximidamide). Yield: 72.0%. RXN SMILES: [OH:1][CH2:2][C:3]1[CH:11]=[CH:10][C:6]([C:7]([OH:9])=[O:8])=[CH:5][CH:4]=1.CN(C=O)C.O[N:18]=[C:19]([NH2:30])[C:20]1[CH:25]=[CH:24][C:23]([CH2:26][CH:27]([CH3:29])[CH3:28])=[CH:22][CH:21]=1>O>[OH:1][CH2:2][C:3]1[CH:4]=[CH:5][C:6]([C:7]([O:9][N:18]=[C:19]([C:20]2[CH:25]=[CH:24][C:23]([CH2:26][CH:27]([CH3:29])[CH3:28])=[CH:22][CH:21]=2)[NH2:30])=[O:8])=[CH:10][CH:11]=1. Procedure: 1,1′-Carbonydiimidazole (2.37 g, 14.6 mmol) was added to a solution of 4-hydroxymethylbenzoic acid (2.00 g, 13.1 mmol) and DMF (50 mL) and stirred at room temperature for 1 hour. N′-Hydroxy-4-isobutylbenzamidine (2.54 g, 13.2 mmol) was added and stirred for 16 hours. The reaction mixture was diluted with water, causing a white solid to precipitate, filtered, washed with water, and dried to give the title compound (3.08 g, 72% yield) as a crude white solid. Reactants: O=C([O-])[O-], CC#N, CCOC(C)=O, ClCCCI, [Cs+], [Cs+], O=C1Nc2ccccc2C1=O, O. Yields the product O=C1C(=O)N(CCCCl)c2ccccc21. RXN SMILES: [C:17](=[O:18])([O-:19])[O-:20].[CH3:24][C:25]#[N:26].[CH3:27][CH2:28][O:29][C:30]([CH3:31])=[O:32].[Cl:12][CH2:13][CH2:14][CH2:15][I:16].[Cs+:21].[Cs+:22].[NH:1]1[C:2](=[O:11])[C:3](=[O:10])[c:4]2[cH:5][cH:6][cH:7][cH:8][c:9]21.[OH2:23]>>[N:1]1([CH2:15][CH2:14][CH2:13][Cl:12])[C:2](=[O:11])[C:3](=[O:10])[c:4]2[cH:5][cH:6][cH:7][cH:8][c:9]21. Starting materials: COC1=NC=CC=C1CN1CCC(CC1)CCC=1SC=CC1S(=O)(=O)C (1-[(2-Methoxy-3-pyridyl)methyl]-4-[2-(3-methylsulfonyl-2-thienyl)ethyl]piperidine), S(=O)(Cl)Cl (thionyl chloride), [OH-].[Na+] (sodium hydroxide). Run in C(C)O (ethanol). Product: O=C1NC=CC=C1CN1CCC(CC1)CCC=1SC=CC1S(=O)(=O)C (1-[(2-Oxo-1,2-dihydro-3-pyridinyl)methyl]-4-[2-(3-methylsulfonyl-2-thienyl)ethyl]piperidine). The yield is 83.3%. As a reaction SMILES: C[O:2][C:3]1[C:8]([CH2:9][N:10]2[CH2:15][CH2:14][CH:13]([CH2:16][CH2:17][C:18]3[S:19][CH:20]=[CH:21][C:22]=3[S:23]([CH3:26])(=[O:25])=[O:24])[CH2:12][CH2:11]2)=[CH:7][CH:6]=[CH:5][N:4]=1.S(Cl)(Cl)=O.[OH-].[Na+]>C(O)C>[O:2]=[C:3]1[C:8]([CH2:9][N:10]2[CH2:11][CH2:12][CH:13]([CH2:16][CH2:17][C:18]3[S:19][CH:20]=[CH:21][C:22]=3[S:23]([CH3:26])(=[O:25])=[O:24])[CH2:14][CH2:15]2)=[CH:7][CH:6]=[CH:5][NH:4]1 |f:2.3|. Procedure: 6.09 g of 1-[(2-methoxy-3-pyridyl)methyl]-4-[2-(3-methylsulfonyl-2-thienyl)ethyl]piperidine obtained in Example 43 and 2 ml of thionyl chloride were dissolved in 50 ml of ethanol, and the mixture was heated under reflux for 2 hours. The reaction mixture was basified by adding a 1N aqueous sodium hydroxide thereto, and then extracted with dichloromethane. The organic layer was washed with brine, and then dried over anhydrous magnesium sulfate. The solvent was evaporated, and the resulting crude p... Reactants: BrC=1C=C(C=CC1)S (3-Bromothiophenol), ClN1C(CCC1=O)=O (N-chlorosuccinimide), ClC1=CC=C2C=CNC2=C1 (6-chloroindole). Run in C(Cl)Cl (DCM), C(Cl)Cl (DCM). Reaction conditions: temperature -78 celsius, time 1 hour. Yields the product BrC=1C=C(C=CC1)SC1=CNC2=CC(=CC=C12)Cl (3-(3-Bromo-phenylsulfanyl)-6-chloro-1H-indole). RXN SMILES: ClN1C(=O)CCC1=O.[Br:9][C:10]1[CH:11]=[C:12]([SH:16])[CH:13]=[CH:14][CH:15]=1.[Cl:17][C:18]1[CH:26]=[C:25]2[C:21]([CH:22]=[CH:23][NH:24]2)=[CH:20][CH:19]=1>C(Cl)Cl>[Br:9][C:10]1[CH:11]=[C:12]([S:16][C:22]2[C:21]3[C:25](=[CH:26][C:18]([Cl:17])=[CH:19][CH:20]=3)[NH:24][CH:23]=2)[CH:13]=[CH:14][CH:15]=1. Procedure details: N-chlorosuccinimide (1.93 g, 14.5 mmol) was dissolved in DCM (120 mL) and cooled to −78° C. 3-Bromothiophenol was added and the reaction was warmed to 0° C. After 1 hour, a solution of 6-chloroindole (2.0 g, 13.2 mmol) in DCM (20 mL) was added via canula. The reaction was stirred at 0° C. for 3 hours after which time it was submitted to aqueous workup and purification by silica gel chromatography (0-50% EtOAc in hexanes) to give the title compound.